From a dataset of the Open Reaction Database (ORD), a public repository of structured organic reaction records. describe an organic reaction: reactants, conditions, products, and yield Run at time 3 hour. Solvent: C(Cl)Cl (CH2Cl2). The product is AcOEt-Petroleum ether, C(C1=CC=CC=C1)OC(=O)NC1=CC(=C(C2=CC=CC=C12)CCCl)[N+](=O)[O-] (2-[4-(N-benzyloxycarbonylamino)-2-nitronaphthalen-1-yl]ethyl chloride). As a reaction SMILES: [C:1]([Cl:5])(Cl)(Cl)Cl.[CH2:6]([O:13][C:14]([NH:16][C:17]1[C:26]2[C:21](=[CH:22][CH:23]=[CH:24][CH:25]=2)[C:20]([CH2:27]CO)=[C:19]([N+:30]([O-:32])=[O:31])[CH:18]=1)=[O:15])[C:7]1[CH:12]=[CH:11][CH:10]=[CH:9][CH:8]=1.C1C=CC(P(C2C=CC=CC=2)C2C=CC=CC=2)=CC=1>C(Cl)Cl>[CH2:6]([O:13][C:14]([NH:16][C:17]1[C:26]2[C:21](=[CH:22][CH:23]=[CH:24][CH:25]=2)[C:20]([CH2:27][CH2:1][Cl:5])=[C:19]([N+:30]([O-:32])=[O:31])[CH:18]=1)=[O:15])[C:7]1[CH:12]=[CH:11][CH:10]=[CH:9][CH:8]=1. Procedure: CCl4 (0.2 mL, 2.18 mmol) was added to a solution of 2-[4-(N-benzyloxycarbonylamino)-2-nitronaphthalen-1-yl]ethanol (0.1 g, 0.27 mmol) and Ph3P (0.29 g, 1.09 mmol) in CH2Cl2 (5 mL) under N2 atmosphere and stirred for 3 h. Flash chromatography (10% AcOEt-Petroleum ether) afforded of 2-[4-(N-benzyloxycarbonylamino)-2-nitronaphthalen-1-yl]ethyl chloride (0.1 g, 96%) as an orange solid. M.p. 122-124° C.; 1H NMR (CDCl3, 500 MHz) δ 8.18 (d, 8.5, 1H), 7.89 (d, 8.5, 1H), 7.70 (t, 7.0, 1H), 7.62 (t, 7.0, ... Isolated yield 96.2%. The reactants are C(Cl)(Cl)(Cl)Cl (CCl4), C(C1=CC=CC=C1)OC(=O)NC1=CC(=C(C2=CC=CC=C12)CCO)[N+](=O)[O-] (2-[4-(N-benzyloxycarbonylamino)-2-nitronaphthalen-1-yl]ethanol), C1=CC=C(C=C1)P(C2=CC=CC=C2)C3=CC=CC=C3 (Ph3P).